From a dataset of the Open Reaction Database (ORD), a public repository of structured organic reaction records. describe an organic reaction: reactants, conditions, products, and yield Reactants: Cl.CN1CC(C2=C(CC1)C=C(S2)[N+](=O)[O-])C2=CC=CC=C2 (6-methyl-2-nitro-8-phenyl-5,6,7,8-tetrahydro-4H-thieno[2,3-d]azepine hydrochloride), C(C)(=O)O (acetic acid). The reagents and catalysts are [Pd] (palladium on carbon). The solvent is C(C)(=O)OC(C)=O (acetic anhydride). Run at time 24 hour. Product: C(C)(=O)NC1=CC2=C(C(CN(CC2)C)C2=CC=CC=C2)S1 (2-Acetamido-6-methyl-8-phenyl-5,6,7,8-tetrahydro-4H-thieno[2,3-d]azepine). Reaction SMILES: Cl.[CH3:2][N:3]1[CH2:9][CH2:8][C:7]2[CH:10]=[C:11]([N+:13]([O-])=O)[S:12][C:6]=2[CH:5]([C:16]2[CH:21]=[CH:20][CH:19]=[CH:18][CH:17]=2)[CH2:4]1.[C:22](O)(=[O:24])[CH3:23]>[Pd].C(OC(=O)C)(=O)C>[C:22]([NH:13][C:11]1[S:12][C:6]2[CH:5]([C:16]3[CH:21]=[CH:20][CH:19]=[CH:18][CH:17]=3)[CH2:4][N:3]([CH3:2])[CH2:9][CH2:8][C:7]=2[CH:10]=1)(=[O:24])[CH3:23] |f:0.1|. Procedure: A suspension of 6-methyl-2-nitro-8-phenyl-5,6,7,8-tetrahydro-4H-thieno[2,3-d]azepine hydrochloride (0.20 g) and 10% palladium on carbon (20 mg) in acetic acid (18 ml), acetic anhydride (2 ml) was hydrogenated on a Parr apparatus for 24 hours at 70 psi. The mixture was filtered and the filtrate evaporated. The residue was dissolved in water (30 ml), basified to pH~11 with ammonia solution and extracted with dichloromethane (2×50 ml). The extracts were dried filtered and evaporated to a yellow vis... Starting materials: ON=C(C(=O)OCC)CC1=CNC2=CC(=CC(=C12)Cl)Cl (ethyl 2-(hydroxyimino)-3-(4,6-dichloro-3-indolyl)propanoate), C(O)([O-])=O.[Na+] (sodium hydrogen carbonate). The reagents and catalysts are [Zn] (zinc). Solvent: C(C)(=O)O (acetic acid), C(C)(=O)OCC (ethyl acetate). Conditions: time 72 hour. Product: ClC=1C=C(C=C2NC=C(C[C@H](N)C(=O)O)C12)Cl (4,6-Dichlorotryptophan). Isolated yield 102.3%. As a reaction SMILES: O[N:2]=[C:3]([CH2:9][C:10]1[C:18]2[C:13](=[CH:14][C:15]([Cl:20])=[CH:16][C:17]=2[Cl:19])[NH:12][CH:11]=1)[C:4]([O:6]CC)=[O:5].C(=O)([O-])O.[Na+]>C(O)(=O)C.C(OCC)(=O)C.[Zn]>[Cl:19][C:17]1[CH:16]=[C:15]([Cl:20])[CH:14]=[C:13]2[C:18]=1[C:10]([CH2:9][C@@H:3]([C:4]([OH:6])=[O:5])[NH2:2])=[CH:11][NH:12]2 |f:1.2|. Reported procedure: Dissolve ethyl 2-(hydroxyimino)-3-(4,6-dichloro-3-indolyl)propanoate (1.10 g, 3.65 mmol) in acetic acid (200 mL) and add activated zinc dust (1.25 g, 19.2 mmol). Stir at room temperature for 72 hours. Evaporate the acetic acid in vacuo to give a white oil. Take the white oil up in ethyl acetate (200 mL) and treat with saturated sodium hydrogen carbonate (500 mL). Filter the resulting white precipitate and separate the organic phase. Wash with saturated sodium hydrogen carbonate (100 mL) and brin... Starting materials: ClC1=C(C=CC(=C1)Cl)C=1N=C(C(=NC1CC)N[C@H]1[C@H](CC2=CC=CC=C12)OCC)CC (5-(2,4-dichlorophenyl)-N-[(1R,2S)-2-ethoxy-2,3-dihydro-1H-inden-1-yl]-3,6-diethylpyrazin-2-amine), BrCCF (1-bromo-2-fluoroethane). The product is ClC1=C(C=CC(=C1)Cl)C=1N=C(C(=NC1CC)N[C@H]1[C@H](CC2=CC=CC=C12)OCCF)CC (5-(2,4-dichlorophenyl)-3,6-diethyl-N-[(1R,2S)-2-(2-fluoroethoxy)-2,3-dihydro-1H-inden-1-yl]pyrazin-2-amine). RXN SMILES: [Cl:1][C:2]1[CH:7]=[C:6]([Cl:8])[CH:5]=[CH:4][C:3]=1[C:9]1[N:10]=[C:11]([CH2:30][CH3:31])[C:12]([NH:17][C@@H:18]2[C:26]3[C:21](=[CH:22][CH:23]=[CH:24][CH:25]=3)[CH2:20][C@@H:19]2[O:27][CH2:28][CH3:29])=[N:13][C:14]=1[CH2:15][CH3:16].BrCC[F:35]>>[Cl:1][C:2]1[CH:7]=[C:6]([Cl:8])[CH:5]=[CH:4][C:3]=1[C:9]1[N:10]=[C:11]([CH2:30][CH3:31])[C:12]([NH:17][C@@H:18]2[C:26]3[C:21](=[CH:22][CH:23]=[CH:24][CH:25]=3)[CH2:20][C@@H:19]2[O:27][CH2:28][CH2:29][F:35])=[N:13][C:14]=1[CH2:15][CH3:16]. Procedure: Following the procedure for the preparation of 5-(2,4-dichlorophenyl)-N-[(1R,2S)-2-ethoxy-2,3-dihydro-1H-inden-1-yl]-3,6-diethylpyrazin-2-amine but substituting 1-bromo-2-fluoroethane and making non-critical variations provided the title compound as a light yellow amorphous solid. IR (diffuse reflectance) 2972, 2934, 1564, 1551, 1498, 1468, 1392, 1377, 1206, 1182, 1123, 1102, 1046, 826, 750 cm−1; OAMS supporting ions at: ESI+ 473.9; MS (EI) m/z 473 (M+); [α]25D=−87 (c 0.77, methylene chloride); ... Starting materials: C(C1=CC=CC=C1)OC(=O)CON=C(C(=O)NC1[C@@H]2N(C(=C(CS2)C=C)C(=O)OC(C2=CC=CC=C2)C2=CC=CC=C2)C1=O)C(CBr)=O (benzhydryl 7-(2-benzyloxycarbonylmethoxyimino-4-bromo-3-oxobutyramido)-3-vinyl-3-cephem-4-carboxylate), NC(=S)N (thiourea), C(C)(=O)[O-].[Na+] (sodium acetate). The solvent is O1CCCC1 (tetrahydrofuran), O (water). Reaction conditions: temperature 35 celsius, time 4 hour. Product: C(C1=CC=CC=C1)OC(=O)CON=C(C(=O)NC1[C@@H]2N(C(=C(CS2)C=C)C(=O)OC(C2=CC=CC=C2)C2=CC=CC=C2)C1=O)C=1N=C(SC1)N (benzhydryl 7-[2-benzyloxycarbonylmethoxyimino-2-(2-aminothiazol-4-yl)acetamido]-3-vinyl-3-cephem-4-carboxylate). Yield: 82.6%. Reaction SMILES: [CH2:1]([O:8][C:9]([CH2:11][O:12][N:13]=[C:14]([C:45](=O)[CH2:46]Br)[C:15]([NH:17][CH:18]1[C:43](=[O:44])[N:20]2[C:21]([C:27]([O:29][CH:30]([C:37]3[CH:42]=[CH:41][CH:40]=[CH:39][CH:38]=3)[C:31]3[CH:36]=[CH:35][CH:34]=[CH:33][CH:32]=3)=[O:28])=[C:22]([CH:25]=[CH2:26])[CH2:23][S:24][C@H:19]12)=[O:16])=[O:10])[C:2]1[CH:7]=[CH:6][CH:5]=[CH:4][CH:3]=1.[NH2:49][C:50]([NH2:52])=[S:51].C([O-])(=O)C.[Na+]>O1CCCC1.O>[CH2:1]([O:8][C:9]([CH2:11][O:12][N:13]=[C:14]([C:45]1[N:49]=[C:50]([NH2:52])[S:51][CH:46]=1)[C:15]([NH:17][CH:18]1[C:43](=[O:44])[N:20]2[C:21]([C:27]([O:29][CH:30]([C:31]3[CH:36]=[CH:35][CH:34]=[CH:33][CH:32]=3)[C:37]3[CH:38]=[CH:39][CH:40]=[CH:41][CH:42]=3)=[O:28])=[C:22]([CH:25]=[CH2:26])[CH2:23][S:24][C@H:19]12)=[O:16])=[O:10])[C:2]1[CH:7]=[CH:6][CH:5]=[CH:4][CH:3]=1 |f:2.3|. Procedure details: To a solution of benzhydryl 7-(2-benzyloxycarbonylmethoxyimino-4-bromo-3-oxobutyramido)-3-vinyl-3-cephem-4-carboxylate (2.5 g) in tetrahydrofuran (25 ml) was added a solution of thiourea (0.78 g) and sodium acetate (0.34 g) in water (10 ml), followed by stirring at 35° C. for 4 hours. The reaction mixture was extracted with ethyl acetate, and the extract was washed with a saturated aqueous sodium chloride and dried over magnesium sulfate. Removal of the solvent gave benzhydryl 7-[2-benzyloxycarb... The reactants are IC1=C2C=CC(=NC2=CC=C1)Cl (5-iodo-2-chloroquinoline), COC1=CC=C2CCC(C2=C1)N (6-methoxyindan-1-ylamine), NCC=1C=NC=CC1 (3-(aminomethyl)-pyridine). Yields the product COC1=CC=C2CCC(C2=C1)NC1=NC=2C=CC=C(C2C=C1)NCC=1C=NC=CC1 (rac-N2-(6-Methoxy-indan-1-yl)-N5-pyridin-3-ylmethyl-quinoline-2,5-diamine). As a reaction SMILES: I[C:2]1[CH:11]=[CH:10][CH:9]=[C:8]2[C:3]=1[CH:4]=[CH:5][C:6](Cl)=[N:7]2.[CH3:13][O:14][C:15]1[CH:23]=[C:22]2[C:18]([CH2:19][CH2:20][CH:21]2[NH2:24])=[CH:17][CH:16]=1.[NH2:25][CH2:26][C:27]1[CH:28]=[N:29][CH:30]=[CH:31][CH:32]=1>>[CH3:13][O:14][C:15]1[CH:23]=[C:22]2[C:18]([CH2:19][CH2:20][CH:21]2[NH:24][C:6]2[CH:5]=[CH:4][C:3]3[C:2]([NH:25][CH2:26][C:27]4[CH:28]=[N:29][CH:30]=[CH:31][CH:32]=4)=[CH:11][CH:10]=[CH:9][C:8]=3[N:7]=2)=[CH:17][CH:16]=1. Procedure: The title compound, MS: m/e=397.1 (M+H+), was prepared in accordance with the general method of example 6 from 5-iodo-2-chloroquinoline, 6-methoxyindan-1-ylamine (CAS 103028-81-5) and 3-(aminomethyl)-pyridine.